Dataset: the Open Reaction Database (ORD), a public repository of structured organic reaction records. Task: describe an organic reaction: reactants, conditions, products, and yield The reactants are NC=1SC=CN1 (2-aminothiazole), OC1=C(CN(C2=CC=CC=C12)C1=CC=CC=C1)C(=O)OCC (1,2-dihydro-4-hydroxy-1-phenyl-3-quinolinecarboxylic acid, ethyl ester). The solvent is C1(=CC=CC=C1)C (toluene). The product is OC1=C(CN(C2=CC=CC=C12)C1=CC=CC=C1)C(=O)NC=1SC=CN1 (1,2-dihydro-4-hydroxy-1-phenyl-N-(2-thiazolyl)-3-quinolinecarboxamide). Isolated yield 67.1%. RXN SMILES: [NH2:1][C:2]1[S:3][CH:4]=[CH:5][N:6]=1.[OH:7][C:8]1[C:17]2[C:12](=[CH:13][CH:14]=[CH:15][CH:16]=2)[N:11]([C:18]2[CH:23]=[CH:22][CH:21]=[CH:20][CH:19]=2)[CH2:10][C:9]=1[C:24](OCC)=[O:25]>C1(C)C=CC=CC=1>[OH:7][C:8]1[C:17]2[C:12](=[CH:13][CH:14]=[CH:15][CH:16]=2)[N:11]([C:18]2[CH:19]=[CH:20][CH:21]=[CH:22][CH:23]=2)[CH2:10][C:9]=1[C:24]([NH:1][C:2]1[S:3][CH:4]=[CH:5][N:6]=1)=[O:25]. Procedure: A solution of 4.08 g of 2-aminothiazole and 8.0 g of 1,2-dihydro-4-hydroxy-1-phenyl-3-quinolinecarboxylic acid, ethyl ester in 250 ml of toluene was refluxed for 30 hours in a soxhlet apparatus containing 10 g of 4 Å molecular sieves. Evaporation of the volatiles afforded a residue which was purified by means of high pressure liquid chromatography (silica gel: 1:25 ethyl acetate-dichloromethane as the eluent). The resultant solution was degassed and evaporated. Recrystallization of the residue f... Starting materials: CO, COC(=O)c1cc2cccc(F)c2cn1, [Li+], [OH-], O. Yields the product O=C(O)c1cc2cccc(F)c2cn1. Reaction SMILES: [CH3:18][OH:19].[CH3:3][O:4][C:5](=[O:6])[c:7]1[n:8][cH:9][c:10]2[c:11]([F:17])[cH:12][cH:13][cH:14][c:15]2[cH:16]1.[Li+:1].[OH-:2].[OH2:20]>>[O:4]=[C:5]([OH:6])[c:7]1[n:8][cH:9][c:10]2[c:11]([F:17])[cH:12][cH:13][cH:14][c:15]2[cH:16]1. Yields the product Nc1nc(C(=O)N2Cc3ccccc3C2)c2cc(-c3ccccc3S(=O)(=O)Cl)ccc2n1. Starting materials: Nc1nc(C(=O)N2Cc3ccccc3C2)c2cc(-c3ccccc3S(=O)(=O)O)ccc2n1, CN(C)C=O, O=S(Cl)Cl. RXN SMILES: [NH2:5][c:6]1[n:7][c:8]2[cH:9][cH:10][c:11](-[c:27]3[c:28]([S:33](=[O:34])(=[O:35])[OH:36])[cH:29][cH:30][cH:31][cH:32]3)[cH:12][c:13]2[c:14]([C:16](=[O:17])[N:18]2[CH2:19][c:20]3[cH:21][cH:22][cH:23][cH:24][c:25]3[CH2:26]2)[n:15]1.[O:37]=[CH:38][N:39]([CH3:40])[CH3:41].[S:1]([Cl:2])([Cl:3])=[O:4]>>[Cl:3][S:33]([c:28]1[c:27](-[c:11]2[cH:10][cH:9][c:8]3[n:7][c:6]([NH2:5])[n:15][c:14]([C:16](=[O:17])[N:18]4[CH2:19][c:20]5[cH:21][cH:22][cH:23][cH:24][c:25]5[CH2:26]4)[c:13]3[cH:12]2)[cH:32][cH:31][cH:30][cH:29]1)(=[O:34])=[O:36]. The reactants are [Li+].CC(C)[N-]C(C)C (LDA), C(=O)=O.CO (dry ice methanol), CCOC(=O)/C=C/CP(=O)(OCC)OCC (triethyl 4-phosphonocrotonate), C(C1=CC=NC=C1)=O (isonicotinaldehyde). Solvent: C1CCOC1 (THF), C(C)(=O)O (acetic acid). Yields the product N1=CC(=CC=C1)C=CC=CC(=O)OCC (ethyl 5-(pyridin-3-yl)-2,4-pentadienoate), product. RXN SMILES: [Li+].[CH3:2]C([N-]C(C)C)C.C(=O)=O.CO.[CH3:14][CH2:15][O:16][C:17](/[CH:19]=[CH:20]/[CH2:21]P(OCC)(OCC)=O)=[O:18].C(=O)[C:31]1[CH:36]=[CH:35][N:34]=[CH:33][CH:32]=1>C1COCC1.C(O)(=O)C>[N:34]1[CH:33]=[CH:32][CH:31]=[C:36]([CH:2]=[CH:21][CH:20]=[CH:19][C:17]([O:16][CH2:15][CH3:14])=[O:18])[CH:35]=1 |f:0.1,2.3|. Procedure: A solution of LDA (16.5 ml of 2M solution, 3.5 g, 0.033 mol) in THF (100 ml) was cooled to −78° C. or below (dry ice-methanol bath) under a nitrogen flow and treated dropwise with triethyl 4-phosphonocrotonate (8.6 g, 0.037 mmol) while stirring. The mixture was further stirred for 15 minutes, treated dropwise with isonicotinaldehyde (3.2 g, 0.030 mol), and then stirred at 0° C. for 1.5 hours. Next, the mixture was treated with acetic acid and evaporated. To the residue was added saturated aqueou... Starting materials: CCCC(=O)Cl, Nc1n[nH]c2ccc([N+](=O)[O-])cc12, c1ccncc1. Yields the product CCCC(=O)Nc1n[nH]c2ccc([N+](=O)[O-])cc12. Reaction SMILES: [C:1]([CH2:2][CH2:3][CH3:4])(=[O:5])[Cl:6].[N+:7](=[O:8])([O-:9])[c:10]1[cH:11][c:12]2[c:13]([NH2:19])[n:14][nH:15][c:16]2[cH:17][cH:18]1.[cH:20]1[cH:21][cH:22][n:23][cH:24][cH:25]1>>[C:1]([CH2:2][CH2:3][CH3:4])(=[O:5])[NH:19][c:13]1[c:12]2[cH:11][c:10]([N+:7](=[O:8])[O-:9])[cH:18][cH:17][c:16]2[nH:15][n:14]1.